This data is from the Open Reaction Database (ORD), a public repository of structured organic reaction records. The task is: describe an organic reaction: reactants, conditions, products, and yield The reactants are CCOC(C)=O, CN(C)C=O, CC(C)[Zn]C(C)C, [Cl-], [Cl-], Cl, O=C1CC2(CCC2)Oc2cc(OS(=O)(=O)C(F)(F)F)cc(O)c21, [Li+], [NH4+], O. The product is CC(C)c1cc(O)c2c(c1)OC1(CCC1)CC2=O. Reaction SMILES: [CH3:37][CH2:38][O:39][C:40](=[O:41])[CH3:42].[CH3:43][N:44]([CH3:45])[CH:46]=[O:47].[CH:26]([CH3:27])([CH3:28])[Zn:29][CH:30]([CH3:31])[CH3:32].[Cl-:25].[Cl-:33].[ClH:36].[F:1][C:2]([F:3])([F:4])[S:5]([O:6][c:7]1[cH:8][c:9]([OH:21])[c:10]2[c:15]([cH:16]1)[O:14][C:13]1([CH2:12][C:11]2=[O:20])[CH2:17][CH2:18][CH2:19]1)(=[O:22])=[O:23].[Li+:24].[NH4+:34].[OH2:35]>>[c:7]1([CH:26]([CH3:27])[CH3:28])[cH:8][c:9]([OH:21])[c:10]2[c:15]([cH:16]1)[O:14][C:13]1([CH2:12][C:11]2=[O:20])[CH2:17][CH2:18][CH2:19]1. Starting materials: [OH-].[Na+] (sodium hydroxide), O (water), CC1=NC2=C(N1CC(=O)OCC)C=C(C(=C2)C)C (ethyl 2-(2,5,6-trimethylbenzimidazol-1-yl)acetate), [H-].[Al+3].[Li+].[H-].[H-].[H-] (lithium aluminium hydride), O (Water). The solvent is O1CCCC1 (tetrahydrofuran), O1CCCC1 (tetrahydrofuran). Conditions: time 1 hour. Yields the product CC1=NC2=C(N1C(C)O)C=C(C(=C2)C)C (2,5,6-Trimethylbenzimidazol-1-ylethanol). Yield: 37.0%. Reaction SMILES: [CH3:1][C:2]1[N:6]([CH2:7][C:8](OCC)=O)[C:5]2[CH:13]=[C:14]([CH3:18])[C:15]([CH3:17])=[CH:16][C:4]=2[N:3]=1.[H-].[Al+3].[Li+].[H-].[H-].[H-].[OH2:25].[OH-].[Na+]>O1CCCC1>[CH3:1][C:2]1[N:6]([CH:7]([OH:25])[CH3:8])[C:5]2[CH:13]=[C:14]([CH3:18])[C:15]([CH3:17])=[CH:16][C:4]=2[N:3]=1 |f:1.2.3.4.5.6,8.9|. Reported procedure: A solution of ethyl 2-(2,5,6-trimethylbenzimidazol-1-yl)acetate (6.15 g) in dry tetrahydrofuran (20 ml) was added to a suspension of lithium aluminium hydride (0.95 g) was dry tetrahydrofuran (60 ml) at 0° C. The reaction was allowed to warm to room temperature and stirred at room temperature for 1 hour. Water (1 ml) was added dropwise to the reaction followed by 15% sodium hydroxide (3 ml) and water (3 ml). The suspension was filtered and the solvent removed under reduced pressure. The product ... Reactants: O (Water), C(C)(C)(C)OC(=O)N[C@@H](C[C@@H](C(=O)[O-])CC1=CC=C(C=C1)O)C(=O)[O-] ((4S)—N-(tert-butoxycarbonyl)-4-(4-hydroxybenzyl)-L-glutamate), CC1=CC=C(C=C1)S(=O)(=O)OC[C@@H]1OC(O[C@H]1COS(=O)(=O)C1=CC=C(C=C1)C)(C)C ([(4S,5S)-2,2-dimethyl-1,3-dioxolane-4,5-diyl]dimethanediyl bis(4-methylbenzenesulfonate)), C([O-])([O-])=O.[K+].[K+] (potassium carbonate). Solvent: CN(C)C=O (DMF). Run at temperature 100 celsius. The product is C(C)(C)(C)OC(=O)N[C@@H](C[C@@H](C(=O)OC(C)(C)C)CC1=CC=C(C=C1)OC[C@@H]1OC(O[C@H]1COS(=O)(=O)C1=CC=C(C=C1)C)(C)C)C(=O)OC(C)(C)C (di-tert-butyl (4S)—N-(tert-butoxycarbonyl)-4-(4-{[(4S,5S)-2,2-dimethyl-5-({[(4-methylphenyl)sulfonyl]oxy}methyl)-1,3-dioxolan-4-yl]methoxy}benzyl)-L-glutamate). The yield is 65.5%. As a reaction SMILES: [C:1]([O:5][C:6]([NH:8][C@H:9]([C:23]([O-:25])=[O:24])[CH2:10][C@H:11]([CH2:15][C:16]1[CH:21]=[CH:20][C:19]([OH:22])=[CH:18][CH:17]=1)[C:12]([O-:14])=[O:13])=[O:7])([CH3:4])([CH3:3])[CH3:2].CC1C=CC(S(O[CH2:37][C@H:38]2[C@H:42]([CH2:43][O:44][S:45]([C:48]3[CH:53]=[CH:52][C:51]([CH3:54])=[CH:50][CH:49]=3)(=[O:47])=[O:46])[O:41][C:40]([CH3:56])([CH3:55])[O:39]2)(=O)=O)=CC=1.C(=O)([O-])[O-].[K+].[K+].O>CN(C=O)C>[C:1]([O:5][C:6]([NH:8][C@H:9]([C:23]([O:25][C:11]([CH3:15])([CH3:12])[CH3:10])=[O:24])[CH2:10][C@H:11]([CH2:15][C:16]1[CH:17]=[CH:18][C:19]([O:22][CH2:37][C@H:38]2[C@H:42]([CH2:43][O:44][S:45]([C:48]3[CH:53]=[CH:52][C:51]([CH3:54])=[CH:50][CH:49]=3)(=[O:47])=[O:46])[O:41][C:40]([CH3:56])([CH3:55])[O:39]2)=[CH:20][CH:21]=1)[C:12]([O:14][C:1]([CH3:4])([CH3:3])[CH3:2])=[O:13])=[O:7])([CH3:4])([CH3:2])[CH3:3] |f:2.3.4|. Reported procedure: To 0.47 g (1 mmol) (4S)—N-(tert-butoxycarbonyl)-4-(4-hydroxybenzyl)-L-glutamate and 0.47 g (1 mmol) [(4S,5S)-2,2-dimethyl-1,3-dioxolane-4,5-diyl]dimethanediyl bis(4-methylbenzenesulfonate) in 15 mL DMF was added potassium carbonate (0.28 g, 2 mmol). The mixture was heated in a microwave for 2 h at 100° C. Water was added and the mixture was extracted with dichloromethane. The organic phase was dried over sodium sulfate, filtered and concentrated. The crude product was purified by flash chromatog... Starting materials: C(N)(=N)S (Carbamimidothioic acid), methyl ester, N1CCCCC1 (piperidine), C(C=C)(=O)N (acrylamide). Run in CCO (EtOH). Yields the product N1(CCCCC1)CCC(=O)N (1-piperidinepropanamide). Isolated yield 75.0%. As a reaction SMILES: C(S)(=N)N.[NH:5]1[CH2:10][CH2:9][CH2:8][CH2:7][CH2:6]1.[C:11]([NH2:15])(=[O:14])[CH:12]=[CH2:13]>CCO>[N:5]1([CH2:13][CH2:12][C:11]([NH2:15])=[O:14])[CH2:10][CH2:9][CH2:8][CH2:7][CH2:6]1. Procedure details: Carbamimidothioic acid, N'-cyano-N-[3-[4-(diphenylmethylene)-1-piperidinyl]-propyl]-, methyl ester. A solution of piperidine, 4-(diphenylmethylene) (0.10 mole) and acrylamide (8.95 g, 0.062 mole) in EtOH (50 ml) was refluxed overnight. This reaction mixture was filtered and concentrated. The resulting while solid residue was dissolved in CHCl3, washed with H2O (3×150 ml), dried (Na2SO4) and the solvent removed to give thick yellow oil. Crystallization from CH2Cl2 -i-Pr2O afforded 29.01 g (75%) o... Reactants: COC1=CC=C(C(C(=O)O)=C1)N (5-methoxyanthranilic acid), C(C=1C(N)=CC=CC1)(=O)O (anthranilic acid). The product is C(=O)(O)C1=C(C=CC(=C1)OC)NC1C(=O)OCC1 (α-[(2-carboxy-4-methoxyphenyl)-amino]-γ-butyrolactone). As a reaction SMILES: [CH3:1][O:2][C:3]1[CH:11]=[C:7]([C:8]([OH:10])=[O:9])[C:6]([NH2:12])=[CH:5][CH:4]=1.[C:13]([OH:22])(=[O:21])[C:14]1C(=CC=[CH:19][CH:20]=1)N>>[C:8]([C:7]1[CH:11]=[C:3]([O:2][CH3:1])[CH:4]=[CH:5][C:6]=1[NH:12][CH:14]1[CH2:20][CH2:19][O:22][C:13]1=[O:21])([OH:10])=[O:9]. Reported procedure: In the method of the Reference Example 1, 5-methoxyanthranilic acid was reacted in the place of anthranilic acid to obtain α-[(2-carboxy-4-methoxyphenyl)-amino]-γ-butyrolactone, melting point: 206.5°-208° C.(decomp.). Starting materials: CCCCC(CC)CO, CC(C)CCO, Cc1ccc(Sc2nc(Cl)cc(Cl)n2)cc1, Clc1cc(Cl)nc(-c2ccccc2)n1. The product is CCCCC(CC)COc1cc(Cl)nc(Sc2ccc(C)cc2)n1. Reaction SMILES: [CH2:31]([CH3:32])[CH:33]([CH2:34][OH:35])[CH2:36][CH2:37][CH2:38][CH3:39].[CH3:40][CH:41]([CH3:42])[CH2:43][CH2:44][OH:45].[Cl:15][c:16]1[n:17][c:18]([S:23][c:24]2[cH:25][cH:26][c:27]([CH3:30])[cH:28][cH:29]2)[n:19][c:20]([Cl:22])[cH:21]1.[Cl:1][c:2]1[cH:3][c:4]([Cl:5])[n:6][c:7](-[c:8]2[cH:9][cH:10][cH:11][cH:12][cH:13]2)[n:14]1>>[c:16]1([O:35][CH2:34][CH:33]([CH2:31][CH3:32])[CH2:36][CH2:37][CH2:38][CH3:39])[n:17][c:18]([S:23][c:24]2[cH:25][cH:26][c:27]([CH3:30])[cH:28][cH:29]2)[n:19][c:20]([Cl:22])[cH:21]1. Starting materials: Cc1cccc2ccncc12, CC(=O)O, [K+], O=[N+]([O-])[O-], O=[N+]([O-])O, O=S(=O)(O)O. Product: CC(=O)Nc1ccc(C)c2cnccc12. Reaction SMILES: [CH3:1][c:2]1[cH:3][cH:4][cH:5][c:6]2[cH:7][cH:8][n:9][cH:10][c:11]12.[CH3:21][C:22]([OH:23])=[O:24].[K+:12].[O-:13][N+:14](=[O:15])[O-:16].[OH:17][N+:18](=[O:19])[O-:20].[S:25](=[O:26])(=[O:27])([OH:28])[OH:29]>>[CH3:1][c:2]1[cH:3][cH:4][c:5]([NH:18][C:22]([CH3:21])=[O:24])[c:6]2[cH:7][cH:8][n:9][cH:10][c:11]12.